This data is from the Open Reaction Database (ORD), a public repository of structured organic reaction records. The task is: describe an organic reaction: reactants, conditions, products, and yield Reactants: CC1=CC(=NO1)NC(C)=O (N-(5-methyl-3-isoxazolyl)acetamide), [H-].[Na+] (sodium hydride), [H-].[Na+] (sodium hydride), Cl.CN(CCCl)C (2-dimethylaminoethyl chloride hydrochloride). The solvent is CN(C=O)C (dimethyl formamide). Conditions: time 15 minute. Yields the product CN(CCN(C(C)=O)C1=NOC(=C1)C)C (N-(2-dimethylaminoethyl)-N-(5-methyl-3-isoxazolyl) acetamide). As a reaction SMILES: [CH3:1][C:2]1[O:6][N:5]=[C:4]([NH:7][C:8](=[O:10])[CH3:9])[CH:3]=1.[H-].[Na+].Cl.[CH3:14][N:15]([CH3:19])[CH2:16][CH2:17]Cl>CN(C)C=O>[CH3:14][N:15]([CH3:19])[CH2:16][CH2:17][N:7]([C:4]1[CH:3]=[C:2]([CH3:1])[O:6][N:5]=1)[C:8](=[O:10])[CH3:9] |f:1.2,3.4|. Reported procedure: The reaction is run under a nitrogen atmosphere. To a stirred solution of 14.0 g. (0.10 mole) of N-(5-methyl-3-isoxazolyl)acetamide in 100 ml. of dry dimethyl formamide is added 4.3 g. (0.10 ml.) of the 56% sodium hydride suspension. An immediate reaction occurs and solids begin to separate (temperature rises to 55° C.). Then 15.8 g. (0.11 mole) of 2-dimethylaminoethyl chloride hydrochloride is added portionwise along with an additional 4.3 g. (0.11 mole) of sodium hydride (temperature rises to ... Reactants: C([O-])([O-])=O.[K+].[K+] (Potassium carbonate), Cl.N1CC(CCC1)C(=O)N1CCN(CC1)C1=CC(=CC=C1)C(F)(F)F (1-(piperidin-3-ylcarbonyl)-4-[3-(trifluoromethyl)phenyl]piperazine hydrochloride), C(C)Br (ethyl bromide). The solvent is CN(C=O)C (N,N-dimethylformamide). Product: C(C)N1CC(CCC1)C(=O)N1CCN(CC1)C1=CC(=CC=C1)C(F)(F)F (1-[(1-Ethylpiperidin-3-yl)carbonyl]-4-[3-(trifluoromethyl)phenyl]piperazine). As a reaction SMILES: Cl.[NH:2]1[CH2:7][CH2:6][CH2:5][CH:4]([C:8]([N:10]2[CH2:15][CH2:14][N:13]([C:16]3[CH:21]=[CH:20][CH:19]=[C:18]([C:22]([F:25])([F:24])[F:23])[CH:17]=3)[CH2:12][CH2:11]2)=[O:9])[CH2:3]1.C(=O)([O-])[O-].[K+].[K+].[CH2:32](Br)[CH3:33]>CN(C)C=O>[CH2:32]([N:2]1[CH2:7][CH2:6][CH2:5][CH:4]([C:8]([N:10]2[CH2:15][CH2:14][N:13]([C:16]3[CH:21]=[CH:20][CH:19]=[C:18]([C:22]([F:25])([F:23])[F:24])[CH:17]=3)[CH2:12][CH2:11]2)=[O:9])[CH2:3]1)[CH3:33] |f:0.1,2.3.4|. Procedure details: A mixture of 1-(piperidin-3-ylcarbonyl)-4-[3-(trifluoromethyl)phenyl]piperazine hydrochloride (600 mg) in N,N-dimethylformamide (10 ml) was stirred at room temperature. Potassium carbonate (800 mg) was added followed by ethyl bromide (158 mg) and the mixture was stirred overnight. The mixture was filtered through a sinter and then through a SCX-2 column eluting with methanol and then a 7M solution NH3 in methanol. The basic fraction was concentrated at reduced pressure. This gave 1-[(1-ethylpipe... Starting materials: N#Cc1ccc(NCC(F)(F)c2ccc(F)c(F)c2)c(F)c1CC(=O)NCCONC(=N)N, Cl, O. The product is N#Cc1ccc(NCC(F)(F)c2ccc(F)c(F)c2)c(F)c1CC(=O)NCCONC(=N)N, Cl. As a reaction SMILES: [C:1]([NH2:2])(=[NH:3])[NH:4][O:5][CH2:6][CH2:7][NH:8][C:9]([CH2:10][c:11]1[c:12]([F:32])[c:13]([NH:19][CH2:20][C:21]([c:22]2[cH:23][c:24]([F:29])[c:25]([F:28])[cH:26][cH:27]2)([F:30])[F:31])[cH:14][cH:15][c:16]1[C:17]#[N:18])=[O:33].[ClH:34].[OH2:35]>>[C:1](=[NH:2])([NH2:3])[NH:4][O:5][CH2:6][CH2:7][NH:8][C:9]([CH2:10][c:11]1[c:12]([F:32])[c:13]([NH:19][CH2:20][C:21]([c:22]2[cH:23][c:24]([F:29])[c:25]([F:28])[cH:26][cH:27]2)([F:30])[F:31])[cH:14][cH:15][c:16]1[C:17]#[N:18])=[O:33].[ClH:34]. Reactants: CCN=C=NCCCN(C)C, CN(C)c1ccncc1, CCOC(C)=O, Cc1ccc(C(=O)O)c(Cl)n1, CN(C)C=O, OCc1ccccc1. The product is Cc1ccc(C(=O)OCc2ccccc2)c(Cl)n1. Reaction SMILES: [CH2:20]([N:21]=[C:22]=[N:23][CH2:24][CH2:25][CH2:26][N:27]([CH3:28])[CH3:29])[CH3:30].[CH3:31][N:32]([CH3:33])[c:34]1[cH:35][cH:36][n:37][cH:38][cH:39]1.[CH3:45][CH2:46][O:47][C:48](=[O:49])[CH3:50].[Cl:1][c:2]1[c:3]([C:4](=[O:5])[OH:6])[cH:7][cH:8][c:9]([CH3:11])[n:10]1.[O:40]=[CH:41][N:42]([CH3:43])[CH3:44].[OH:12][CH2:13][c:14]1[cH:15][cH:16][cH:17][cH:18][cH:19]1>>[Cl:1][c:2]1[c:3]([C:4]([O:5][CH2:13][c:14]2[cH:15][cH:16][cH:17][cH:18][cH:19]2)=[O:6])[cH:7][cH:8][c:9]([CH3:11])[n:10]1. Run at time 3 hour. Procedure details: To a solution of 82 mg of the compound of Example 1 in 2 ml of tetrahydrofuran, 0.14 ml of triethylamine and 0.017 ml of methyl bromoacetate were added by the order stated, and stirred for 3 hours at room temperature. Water was added to the solution which then was extracted with ethyl acetate. The ethyl acetate layer was washed with saturated brine and dried on anhydrous sodium sulfate. After distilling the solvent off under reduced pressure, the residue was separated and purified on silica gel ... Reactants: Cl.Cl.ClC1=CC2=C(N=C(N2)SC(CC)CC)C=C1N1CCNCC1 (5-chloro-2-[(1-ethylpropyl)sulfanyl]-6-(piperazin-1-yl) benzimidazole dihydrochloride), O1CCCC1 (tetrahydrofuran), O (Water). RXN SMILES: Cl.Cl.[Cl:3][C:4]1[C:18]([N:19]2[CH2:24][CH2:23][NH:22][CH2:21][CH2:20]2)=[CH:17][C:7]2[N:8]=[C:9]([S:11][CH:12]([CH2:15][CH3:16])[CH2:13][CH3:14])[NH:10][C:6]=2[CH:5]=1.[OH2:25].[O:26]1[CH2:30]C[CH2:28][CH2:27]1>C(N(CC)CC)C.BrCC(OC)=O>[Cl:3][C:4]1[C:18]([N:19]2[CH2:20][CH2:21][N:22]([CH2:28][C:27]([O:26][CH3:30])=[O:25])[CH2:23][CH2:24]2)=[CH:17][C:7]2[N:8]=[C:9]([S:11][CH:12]([CH2:13][CH3:14])[CH2:15][CH3:16])[NH:10][C:6]=2[CH:5]=1 |f:0.1.2|. Run in C(C)N(CC)CC (triethylamine), BrCC(=O)OC (methyl bromoacetate). Product: ClC1=CC2=C(N=C(N2)SC(CC)CC)C=C1N1CCN(CC1)CC(=O)OC (5-Chloro-6-{4-[(methoxycarbonyl)methyl]piperazin-1-yl}-2-[(1-ethylpropyl)sulfanyl]benzimidazole).